Dataset: the Open Reaction Database (ORD), a public repository of structured organic reaction records. Task: describe an organic reaction: reactants, conditions, products, and yield Reactants: COc1ccc(NC(=O)c2cccc(C3(C#N)CC3)c2)cc1O, O=C([O-])[O-], CN(C)C=O, CCOC(C)=O, CCCCCC, O=[N+]([O-])c1ccc(Cl)nc1, [K+], [K+]. Yields the product COc1ccc(NC(=O)c2cccc(C3(C#N)CC3)c2)cc1Oc1ccc([N+](=O)[O-])cn1. Reaction SMILES: [C:1](#[N:2])[C:3]1([c:6]2[cH:7][c:8]([C:9](=[O:10])[NH:11][c:12]3[cH:13][c:14]([OH:20])[c:15]([O:18][CH3:19])[cH:16][cH:17]3)[cH:21][cH:22][cH:23]2)[CH2:4][CH2:5]1.[C:34](=[O:35])([O-:36])[O-:37].[CH3:40][N:41]([CH3:42])[CH:43]=[O:44].[CH3:45][CH2:46][O:47][C:48](=[O:49])[CH3:50].[CH3:51][CH2:52][CH2:53][CH2:54][CH2:55][CH3:56].[Cl:24][c:25]1[n:26][cH:27][c:28]([N+:31](=[O:32])[O-:33])[cH:29][cH:30]1.[K+:38].[K+:39]>>[C:1](#[N:2])[C:3]1([c:6]2[cH:7][c:8]([C:9](=[O:10])[NH:11][c:12]3[cH:13][c:14]([O:20][c:25]4[n:26][cH:27][c:28]([N+:31](=[O:32])[O-:33])[cH:29][cH:30]4)[c:15]([O:18][CH3:19])[cH:16][cH:17]3)[cH:21][cH:22][cH:23]2)[CH2:4][CH2:5]1. As a reaction SMILES: [NH2:1][C:2]1[C:10]([Cl:11])=[CH:9][C:8]([Cl:12])=[CH:7][C:3]=1[C:4]([OH:6])=[O:5].Cl.[CH2:14](O)[CH3:15]>>[NH2:1][C:2]1[C:10]([Cl:11])=[CH:9][C:8]([Cl:12])=[CH:7][C:3]=1[C:4]([O:6][CH2:14][CH3:15])=[O:5]. Reported procedure: A mixture of 50 parts of 2-amino-3,5-dichlorobenzoic acid and 240 parts of ethanol is saturated with gaseous hydrogen chloride. The whole is stirred and refluxed for 10 hours. The reaction mixture is allowed to cool and the solvent is evaporated. To the solid residue are added water and sodium hydroxide. The precipitated product is filtered off and dried, yielding 25 parts of ethyl 2-amino-3,5-dichlorobenzoate. Starting materials: 50, NC1=C(C(=O)O)C=C(C=C1Cl)Cl (2-amino-3,5-dichlorobenzoic acid), C(C)O (ethanol), Cl (hydrogen chloride). Product: 25, NC1=C(C(=O)OCC)C=C(C=C1Cl)Cl (ethyl 2-amino-3,5-dichlorobenzoate). Starting materials: CC(=O)OCCl, CC(=O)c1ncccc1C(O)=NNC(=O)Nc1cccc(F)c1, [Na], CN(C)C=O. Product: CC(=O)OCOC(=NNC(=O)Nc1cccc(F)c1)c1cccnc1C(C)=O. As a reaction SMILES: [C:25]([CH3:26])(=[O:27])[O:28][CH2:29][Cl:30].[F:2][c:3]1[cH:4][c:5]([NH:9][C:10](=[O:11])[NH:12][N:13]=[C:14]([c:15]2[c:16]([C:21]([CH3:22])=[O:23])[n:17][cH:18][cH:19][cH:20]2)[OH:24])[cH:6][cH:7][cH:8]1.[Na:1].[O:31]=[CH:32][N:33]([CH3:34])[CH3:35]>>[F:2][c:3]1[cH:4][c:5]([NH:9][C:10](=[O:11])[NH:12][N:13]=[C:14]([c:15]2[c:16]([C:21]([CH3:22])=[O:23])[n:17][cH:18][cH:19][cH:20]2)[O:24][CH2:29][O:28][C:25]([CH3:26])=[O:27])[cH:6][cH:7][cH:8]1. Reactants: O=C(Cl)C(=O)Cl, CCOC(=O)CC(=O)OCC, ClC(Cl)(Cl)Cl, ClCCl, CN(C)C=O, CCO, Cc1c(F)c(F)cc(C(=O)O)c1F, [Mg], C1CCOC1. Product: CCOC(=O)CC(=O)c1cc(F)c(F)c(C)c1F. Reaction SMILES: [C:26]([Cl:27])(=[O:28])[C:29]([Cl:30])=[O:31].[C:2]([CH2:3][C:4]([O:6][CH2:5][CH3:7])=[O:8])(=[O:9])[O:10][CH2:11][CH3:12].[C:45]([Cl:46])([Cl:47])([Cl:48])[Cl:49].[CH2:32]([Cl:33])[Cl:34].[CH3:35][N:36]([CH3:37])[CH:38]=[O:39].[CH3:50][CH2:51][OH:52].[F:13][c:14]1[c:15]([C:16]([OH:17])=[O:18])[cH:19][c:20]([F:25])[c:21]([F:24])[c:22]1[CH3:23].[Mg:1].[O:40]1[CH2:41][CH2:42][CH2:43][CH2:44]1>>[C:2]([CH2:3][C:4](=[O:6])[c:15]1[c:14]([F:13])[c:22]([CH3:23])[c:21]([F:24])[c:20]([F:25])[cH:19]1)(=[O:9])[O:10][CH2:11][CH3:12]. The reactants are COC1=CC=C(C=C1)C1=CC=C(C=C1)C(=O)O (4-methoxy-4'-biphenylcarboxylic acid), C(C)(=O)O (acetic acid), Br (hydrogen bromide), ice water. Product: C(C)(=O)OC1=CC=C(C=C1)C1=CC=C(C=C1)C(=O)O (4-acetoxy-4'-biphenylcarboxylic acid). Reaction SMILES: CO[C:3]1[CH:8]=[CH:7][C:6]([C:9]2[CH:14]=[CH:13][C:12]([C:15]([OH:17])=[O:16])=[CH:11][CH:10]=2)=[CH:5][CH:4]=1.Br.[C:19]([OH:22])(=[O:21])[CH3:20]>>[C:19]([O:22][C:3]1[CH:4]=[CH:5][C:6]([C:9]2[CH:14]=[CH:13][C:12]([C:15]([OH:17])=[O:16])=[CH:11][CH:10]=2)=[CH:7][CH:8]=1)(=[O:21])[CH3:20]. Procedure details: In 400 ml of dioxane was dissolved 30 g of 4-methoxy-4'-acetoxy biphenyl. To this solution was dropped an aqueous solution composed of 84 g of sodium hydroxide, 400 ml of water and 30 ml of bromine and maintained at 40° C., and the solution was stirred for 30 minutes. Thereafter, 200 g of sodium hydrogen sulfate and 1 l of water were added to the solution, and the resultant reaction solution was concentrated under a reduced pressure, methyl bromide and dioxane were evaporated from the reaction s... RXN SMILES: [N+:1]([C:4]1[CH:17]=[CH:16][C:7]([CH:8]=[C:9]2[S:13][C:12](=[O:14])[NH:11][C:10]2=[O:15])=[CH:6][CH:5]=1)([O-])=O.[N+](C1C=CC(C=O)=CC=1)([O-])=O.S1CC(=O)NC1=O.N1CCCCC1>C1(C)C=CC=CC=1.C(O)(=O)C.O>[NH2:1][C:4]1[CH:17]=[CH:16][C:7]([CH:8]=[C:9]2[S:13][C:12](=[O:14])[NH:11][C:10]2=[O:15])=[CH:6][CH:5]=1. Reported procedure: Prepared by catalytic hydrogenation of 5-(4-nitro-benzylidene)-thiazolidin-2,4-dione [melting point: 265-270° C.; obtained by heating 4-nitro-benzaldehyde and 2 equivalents of thiazolidin-2,4-dione in the presence of piperidine in toluene using a water separator] in glacial acetic acid on palladium/charcoal (10%) (50° C., 3.5 bar, 0.5 hours). The solvent is C1(=CC=CC=C1)C (toluene), O (water), C(C)(=O)O (acetic acid). Reactants: [N+](=O)([O-])C1=CC=C(C=C2C(NC(S2)=O)=O)C=C1 (5-(4-nitro-benzylidene)-thiazolidin-2,4-dione), [N+](=O)([O-])C1=CC=C(C=O)C=C1 (4-nitro-benzaldehyde), S1C(NC(C1)=O)=O (thiazolidin-2,4-dione), N1CCCCC1 (piperidine). The product is NC1=CC=C(C=C2C(NC(S2)=O)=O)C=C1 (5-(4-amino-benzylidene)-thiazolidin-2,4-dione). Product: O=C1C(=O)c2ccccc2C2=C1SCC1(CCN(C(=O)C=Cc3ccccc3Cl)CC1)O2. Reaction SMILES: [CH3:34][S:35]([CH3:36])=[O:37].[Cl:22][c:23]1[c:24]([CH:25]=[CH:26][C:27](=[O:28])[Cl:29])[cH:30][cH:31][cH:32][cH:33]1.[NH:1]1[CH2:2][CH2:3][C:4]2([CH2:5][S:6][C:7]3=[C:8]([O:9]2)[c:10]2[cH:11][cH:12][cH:13][cH:14][c:15]2[C:16](=[O:19])[C:17]3=[O:18])[CH2:20][CH2:21]1>>[N:1]1([C:27]([CH:26]=[CH:25][c:24]2[c:23]([Cl:22])[cH:33][cH:32][cH:31][cH:30]2)=[O:28])[CH2:2][CH2:3][C:4]2([CH2:5][S:6][C:7]3=[C:8]([O:9]2)[c:10]2[cH:11][cH:12][cH:13][cH:14][c:15]2[C:16](=[O:19])[C:17]3=[O:18])[CH2:20][CH2:21]1. Starting materials: CS(C)=O, O=C(Cl)C=Cc1ccccc1Cl, O=C1C(=O)c2ccccc2C2=C1SCC1(CCNCC1)O2. The reactants are CC(C)(C)OC(=O)N1CCCCC1C(=O)O, Cl, CN(C(=O)N(C)C1CCNCC1c1ccc(F)cc1)c1cc(C(F)(F)F)cc(C(F)(F)F)c1. Yields the product CN(C(=O)N(C)C1CCN(C(=O)C2CCCCN2C(=O)OC(C)(C)C)CC1c1ccc(F)cc1)c1cc(C(F)(F)F)cc(C(F)(F)F)c1. As a reaction SMILES: [C:35]([CH3:36])([CH3:37])([CH3:38])[O:39][C:40](=[O:41])[N:42]1[CH:43]([C:48](=[O:49])[OH:50])[CH2:44][CH2:45][CH2:46][CH2:47]1.[ClH:1].[F:2][C:3]([c:4]1[cH:5][c:6]([N:14]([C:15](=[O:16])[N:17]([CH3:18])[CH:19]2[CH:20]([c:25]3[cH:26][cH:27][c:28]([F:31])[cH:29][cH:30]3)[CH2:21][NH:22][CH2:23][CH2:24]2)[CH3:32])[cH:7][c:8]([C:10]([F:11])([F:12])[F:13])[cH:9]1)([F:33])[F:34]>>[F:2][C:3]([c:4]1[cH:5][c:6]([N:14]([C:15](=[O:16])[N:17]([CH3:18])[CH:19]2[CH:20]([c:25]3[cH:26][cH:27][c:28]([F:31])[cH:29][cH:30]3)[CH2:21][N:22]([C:48]([CH:43]3[N:42]([C:40]([O:39][C:35]([CH3:36])([CH3:37])[CH3:38])=[O:41])[CH2:47][CH2:46][CH2:45][CH2:44]3)=[O:49])[CH2:23][CH2:24]2)[CH3:32])[cH:7][c:8]([C:10]([F:11])([F:12])[F:13])[cH:9]1)([F:33])[F:34]. The reactants are C(C)(C)(C)C1=C(C(=CC(=C1O)C(C)(C)C)C)N(C)C (2,6-di-tertiary-butyl-dimethylamino- p-cresol), B(O)(O)O (boric acid), C1=CC=CC=C1 (benzene). Run in O (Water). Reaction conditions: temperature 85 celsius. Product: B(O)(O)OC1=C(C=C(C(=C1C(C)(C)C)N(C)C)C)C(C)(C)C (2,6-di-tertiary-butyl-dimethylamino-p-cresol borate). Yield: 84.3%. RXN SMILES: [C:1]([C:5]1[C:10]([OH:11])=[C:9]([C:12]([CH3:15])([CH3:14])[CH3:13])[CH:8]=[C:7]([CH3:16])[C:6]=1[N:17]([CH3:19])[CH3:18])([CH3:4])([CH3:3])[CH3:2].[B:20](O)([OH:22])[OH:21].C1C=CC=CC=1>O>[B:20]([O:11][C:10]1[C:5]([C:1]([CH3:4])([CH3:2])[CH3:3])=[C:6]([N:17]([CH3:19])[CH3:18])[C:7]([CH3:16])=[CH:8][C:9]=1[C:12]([CH3:13])([CH3:15])[CH3:14])([OH:22])[OH:21]. Reported procedure: A mixture of 2,6-di-tertiary-butyl-dimethylamino- p-cresol (131.5 gm, 0.5 mole), boric acid (31.0 gm, 0.5 mole), and benzene (450 ml.) was heated while stirring vigorously at 85° C. for twenty-two hours. Water (5.5 ml.) formed during reaction was collected by azeotropic distillation.At the end of the reaction, the unreacted, insoluble material was removed by filtration, and the benzene was removed under reduced pressure using a rotary evaporator. This gave a golden orange solid (129.5 gm) with a... Starting materials: P(=O)(Cl)(Cl)Cl (Phosphorus oxychloride), C[Si](NC(C)=O)(C)C (N-trimethylsilylacetamide), NC1[C@@H]2N(C(=CCS2)C(=O)OCOC(C(C)(C)C)=O)C1=O (pivaloyloxymethyl 7-amino-3-cephem-4-carboxylate), C(=O)(OC(C)(C)C)N[C@@H](C)C(=O)NC=1SC=C(N1)C(C(=O)O)=NOC (2-[2-(Boc-L-alanyl)aminothiazol-4-yl]-2-methoxyiminoacetic acid), C(C)(=O)OCC (ethyl acetate), C(C)(=O)OCC (Ethyl acetate). Run in C(Cl)Cl (methylene chloride), C(Cl)Cl (methylene chloride), CN(C)C=O (DMF). Run at temperature -10 celsius. Product: C(=O)(OC(C)(C)C)N[C@@H](C)C(=O)NC=1SC=C(N1)C1[C@@H]2N(C(=CC(S2)=NOC)C(=O)OCOC(C(C)(C)C)=O)C1=O (pivaloyloxymethyl 7-[2-(Boc-L-alanyl)aminothiazol-4-yl]-2-methoxyimino-3-cephem-4-carboxylate). Reaction SMILES: P(Cl)(Cl)(Cl)=O.[C:6]([NH:13][C@H:14]([C:16]([NH:18][C:19]1[S:20][CH:21]=[C:22]([C:24](=NOC)[C:25]([OH:27])=O)[N:23]=1)=[O:17])[CH3:15])([O:8][C:9]([CH3:12])([CH3:11])[CH3:10])=[O:7].NC1C(=O)[N:34]2[C:35]([C:39]([O:41][CH2:42][O:43][C:44](=[O:49])[C:45]([CH3:48])([CH3:47])[CH3:46])=[O:40])=[CH:36][CH2:37][S:38][C@H:33]12.C[Si](C)(C)[NH:54]C(=O)C.C([O:63][CH2:64]C)(=O)C>C(Cl)Cl.CN(C=O)C>[C:6]([NH:13][C@H:14]([C:16]([NH:18][C:19]1[S:20][CH:21]=[C:22]([CH:24]2[C:25](=[O:27])[N:34]3[C:35]([C:39]([O:41][CH2:42][O:43][C:44](=[O:49])[C:45]([CH3:46])([CH3:47])[CH3:48])=[O:40])=[CH:36][C:37](=[N:54][O:63][CH3:64])[S:38][C@H:33]23)[N:23]=1)=[O:17])[CH3:15])([O:8][C:9]([CH3:10])([CH3:11])[CH3:12])=[O:7]. Procedure: A mixture of dry ethyl acetate (1.82 ml) and dry DMF (0.36 ml) was cooled to --10° C. Phosphorus oxychloride (0.37 ml) was added thereto, and the mixture was stirred at said temperature for 20 minutes. A solution of the compound of Example 1 (1.35 g) in dry methylene chloride (8.0 ml) was added thereto, and the mixture was stirred at a temperature between -10° to -5° C. for 30 minutes. On the other hand, pivaloyloxymethyl 7-amino-3-cephem-4-carboxylate (0.95 g) was dissolved in dry methylene chl...